Dataset: the Open Reaction Database (ORD), a public repository of structured organic reaction records. Task: describe an organic reaction: reactants, conditions, products, and yield Starting materials: FC1=CC=C(C=C1)C1=C(C=C(C=C1OS(=O)(=O)C(F)(F)F)C(=O)OCC)OCCC (ethyl 4′-fluoro-2-propoxy-6-(((trifluoromethyl)sulfonyl)oxy)biphenyl-4-carboxylate), C1(CC1)B(O)O (cyclopropylboronic acid), C1(CCCCC1)P(C1=C(C=CC=C1)C1=C(C=CC=C1OC)OC)C1CCCCC1 (dicyclohexyl(2′,6′-dimethoxybiphenyl-2-yl)phosphine), C([O-])([O-])=O.[Na+].[Na+] (sodium carbonate), resultant mixture. The reagents and catalysts are C=1C=CC(=CC1)/C=C/C(=O)/C=C/C2=CC=CC=C2.C=1C=CC(=CC1)/C=C/C(=O)/C=C/C2=CC=CC=C2.C=1C=CC(=CC1)/C=C/C(=O)/C=C/C2=CC=CC=C2.[Pd].[Pd] (Tris(dibenzylideneacetone)dipalladium(0)). Run in C1(=CC=CC=C1)C (toluene). Run at time 30 minute. Yields the product C1(CC1)C1=C(C(=CC(=C1)CO)OCCC)C1=CC=C(C=C1)F ((2-Cyclopropyl-4′-fluoro-6-propoxybiphenyl-4-yl)methanol). Isolated yield 100.2%. As a reaction SMILES: [F:1][C:2]1[CH:7]=[CH:6][C:5]([C:8]2[C:13](OS(C(F)(F)F)(=O)=O)=[CH:12][C:11]([C:22]([O:24]CC)=O)=[CH:10][C:9]=2[O:27][CH2:28][CH2:29][CH3:30])=[CH:4][CH:3]=1.[CH:31]1(B(O)O)[CH2:33][CH2:32]1.C1(P(C2CCCCC2)C2C=CC=CC=2C2C(OC)=CC=CC=2OC)CCCCC1.C(=O)([O-])[O-].[Na+].[Na+]>C1C=CC(/C=C/C(/C=C/C2C=CC=CC=2)=O)=CC=1.C1C=CC(/C=C/C(/C=C/C2C=CC=CC=2)=O)=CC=1.C1C=CC(/C=C/C(/C=C/C2C=CC=CC=2)=O)=CC=1.[Pd].[Pd].C1(C)C=CC=CC=1>[CH:31]1([C:13]2[CH:12]=[C:11]([CH2:22][OH:24])[CH:10]=[C:9]([O:27][CH2:28][CH2:29][CH3:30])[C:8]=2[C:5]2[CH:4]=[CH:3][C:2]([F:1])=[CH:7][CH:6]=2)[CH2:33][CH2:32]1 |f:3.4.5,6.7.8.9.10|. Procedure: Tris(dibenzylideneacetone)dipalladium(0) (6.65 g) was added to a mixture of ethyl 4′-fluoro-2-propoxy-6-(((trifluoromethyl)sulfonyl)oxy)biphenyl-4-carboxylate (44.6 g), cyclopropylboronic acid (22.3 g), dicyclohexyl(2′,6′-dimethoxybiphenyl-2-yl)phosphine (6.38 g), a 2 M aqueous sodium carbonate solution (156 mL), and toluene (250 mL), and the resultant mixture was stirred at 100° C. for 4 hours in an argon atmosphere. The reaction mixture was allowed to cool to room temperature, followed by extr... Reactants: C1CCOC1, CC(C)[Mg+], [Cl-], Cc1cc(Cl)nc(Cl)c1C(=O)NCc1ccc(Cl)cc1. The product is Cc1cc(Cl)nc(C(C)C)c1C(=O)NCc1ccc(Cl)cc1. RXN SMILES: [CH2:26]1[O:27][CH2:28][CH2:29][CH2:30]1.[CH:22]([CH3:23])([CH3:24])[Mg+:25].[Cl-:21].[Cl:1][c:2]1[n:3][c:4]([Cl:20])[cH:5][c:6]([CH3:19])[c:7]1[C:8](=[O:9])[NH:10][CH2:11][c:12]1[cH:13][cH:14][c:15]([Cl:18])[cH:16][cH:17]1>>[c:2]1([CH:22]([CH3:23])[CH3:24])[n:3][c:4]([Cl:20])[cH:5][c:6]([CH3:19])[c:7]1[C:8](=[O:9])[NH:10][CH2:11][c:12]1[cH:13][cH:14][c:15]([Cl:18])[cH:16][cH:17]1. Starting materials: C(=O)(O)[O-].[Na+] (NaHCO3), OC1(CCCCC1)C1=CC=C(C=N1)O (6-(1-hydroxy-cyclohexyl)-pyridin-3-ol), O (water), O.C1(=CC=C(C=C1)S(=O)(=O)O)C (p-toluenesulfonic acid monohydrate). Solvent: C1(=CC=CC=C1)C (toluene). Yields the product C1(=CCCCC1)C1=CC=C(C=N1)O (6-Cyclohex-1-enyl-pyridin-3-ol). Isolated yield 97.3%. As a reaction SMILES: O[C:2]1([C:8]2[N:13]=[CH:12][C:11]([OH:14])=[CH:10][CH:9]=2)[CH2:7][CH2:6][CH2:5][CH2:4][CH2:3]1.O.C1(C)C=CC(S(O)(=O)=O)=CC=1.O.C([O-])(O)=O.[Na+]>C1(C)C=CC=CC=1>[C:2]1([C:8]2[N:13]=[CH:12][C:11]([OH:14])=[CH:10][CH:9]=2)[CH2:7][CH2:6][CH2:5][CH2:4][CH:3]=1 |f:1.2,4.5|. Reported procedure: To a suspension of 6-(1-hydroxy-cyclohexyl)-pyridin-3-ol (2.5 g, 12.9 mmol) in toluene (130 mL) was added p-toluenesulfonic acid monohydrate (8.12 g, 42.7 mmol). The mixture was refluxed with azeotropic removal of water for 2 hours. The reaction mixture was cooled to room temperature, neutralized with aqueous NaHCO3 and extracted three times with EtOAc. The organic phase was washed with brine, dried (Na2SO4), passed through a silica gel pad and concentrated to provide the title compound as a sol... Starting materials: COC(=O)CC(CCl)O[Si](C)(C)C(C)(C)C, CC(C)C[AlH]CC(C)C, CO, ClCCl. Yields the product CC(C)(C)[Si](C)(C)OC(CCl)CC=O. Reaction SMILES: [C:1]([CH3:2])([CH3:3])([CH3:4])[Si:5]([O:6][CH:7]([CH2:8][C:9](=[O:10])[O:11][CH3:12])[CH2:13][Cl:14])([CH3:15])[CH3:16].[CH3:17][CH:18]([CH2:19][AlH:20][CH2:21][CH:22]([CH3:23])[CH3:24])[CH3:25].[CH3:26][OH:27].[Cl:28][CH2:29][Cl:30]>>[C:1]([CH3:2])([CH3:3])([CH3:4])[Si:5]([O:6][CH:7]([CH2:8][CH:9]=[O:10])[CH2:13][Cl:14])([CH3:15])[CH3:16]. The reactants are O=C([O-])[O-], CC#N, CN(C)C=O, [H-], [K+], [K+], [Na+], [Na+], [Na+], O=C([O-])[O-], C1COCCO1, OCc1csc(=S)n1-c1ccc(F)c(F)c1F. Yields the product Fc1ccc2c(c1F)OCc1csc(=S)n1-2. As a reaction SMILES: [C:20](=[O:21])([O-:22])[O-:23].[CH3:38][C:39]#[N:40].[CH3:41][N:42]([CH3:43])[CH:44]=[O:45].[H-:18].[K+:24].[K+:25].[Na+:19].[Na+:26].[Na+:27].[O-:28][C:29](=[O:30])[O-:31].[O:32]1[CH2:33][CH2:34][O:35][CH2:36][CH2:37]1.[OH:1][CH2:2][c:3]1[n:4](-[c:9]2[c:10]([F:17])[c:11]([F:16])[c:12]([F:15])[cH:13][cH:14]2)[c:5](=[S:8])[s:6][cH:7]1>>[O:1]1[CH2:2][c:3]2[n:4]([c:5](=[S:8])[s:6][cH:7]2)-[c:9]2[c:10]1[c:11]([F:16])[c:12]([F:15])[cH:13][cH:14]2. Starting materials: [BH4-].[Na+] (Sodium borohydride), BrC=1C=C(N)C=CC1 (3-bromo aniline), C(C1=CC=CC=C1)=O (benzaldehyde), C(C)(=O)O (acetic acid). Solvent: O1CCCC1 (tetrahydrofuran). Conditions: time 8 hour. Product: C(C1=CC=CC=C1)NC1=CC(=CC=C1)Br (Benzyl-(3-bromo-phenyl)-amine). As a reaction SMILES: [Br:1][C:2]1[CH:3]=[C:4]([CH:6]=[CH:7][CH:8]=1)[NH2:5].[CH:9](=O)[C:10]1[CH:15]=[CH:14][CH:13]=[CH:12][CH:11]=1.C(O)(=O)C.[BH4-].[Na+]>O1CCCC1>[CH2:9]([NH:5][C:4]1[CH:6]=[CH:7][CH:8]=[C:2]([Br:1])[CH:3]=1)[C:10]1[CH:15]=[CH:14][CH:13]=[CH:12][CH:11]=1 |f:3.4|. Procedure: A solution of 3-bromo aniline (5 g, 29 mmol), benzaldehyde (3.24 ml, 32 mmol) and acetic acid (2.49 ml, 44 mmol) in dry tetrahydrofuran (50 ml) was stirred at room temperature for 3 hrs. Sodium borohydride (2.755 g, 73 mmol) was added and the reaction stirred at room temperature overnight. The reaction mixture was quenched with water (100 ml) and extracted with dichloromethane (3×100 ml). The organic extracts were combined, dried (magnesium sulphate) and concentrated in vacuo. HPLC retention tim...